This data is from the Open Reaction Database (ORD), a public repository of structured organic reaction records. The task is: describe an organic reaction: reactants, conditions, products, and yield Solvent: C1CCOC1 (THF). RXN SMILES: [OH:1][C:2]1[CH:12]=[CH:11][C:5]([C:6]([O:8][CH2:9][CH3:10])=[O:7])=[CH:4][C:3]=1[O:13][CH3:14].C[N:16]([C:20]([O:22][CH2:23][C:24]1[CH:29]=[CH:28][CH:27]=[CH:26][CH:25]=1)=[O:21])[CH2:17][CH2:18]O.[CH:30]1C=CC(P(C2C=CC=CC=2)C2C=CC=CC=2)=CC=1.CC(OC(/N=N/C(OC(C)C)=O)=O)C>C1COCC1>[CH3:14][O:13][C:3]1[CH:4]=[C:5]([CH:11]=[CH:12][C:2]=1[O:1][CH2:30][CH:17]([CH3:18])[NH:16][C:20]([O:22][CH2:23][C:24]1[CH:29]=[CH:28][CH:27]=[CH:26][CH:25]=1)=[O:21])[C:6]([O:8][CH2:9][CH3:10])=[O:7]. Reported procedure: To a stirred solution of ethyl 4-hydroxy-3-methoxybenzoate (2.01 g, 10.25 mmol), N-methyl-N-(benzyloxycarbonyl)ethanolamine (2.11 g, 10.08 mmol), PPh3 (3.26 g, 12.43 mmol) in THF was added DIAD (2.65 mL, 13.46 mmol) and the reaction mixture was heated under reflux overnight. The mixture was evaporated, and the residue was subjected to short column chromatography on silica-gel with n-hexane/EtOAc (5:1, v/v) as eluent to give ethyl 3-methoxy-4-[2-methyl-2-(benzyloxycarbonyl)aminoethoxy]benzoate as... The product is COC=1C=C(C(=O)OCC)C=CC1OCC(NC(=O)OCC1=CC=CC=C1)C (ethyl 3-methoxy-4-[2-methyl-2-(benzyloxycarbonyl)aminoethoxy]benzoate), crude product. Starting materials: OC1=C(C=C(C(=O)OCC)C=C1)OC (ethyl 4-hydroxy-3-methoxybenzoate), CN(CCO)C(=O)OCC1=CC=CC=C1 (N-methyl-N-(benzyloxycarbonyl)ethanolamine), C1=CC=C(C=C1)P(C2=CC=CC=C2)C3=CC=CC=C3 (PPh3), CC(C)OC(=O)/N=N/C(=O)OC(C)C (DIAD). Reactants: COC(=O)C=1C=C(C=C2C=NNC12)Cl (5-chloro-1H-indazole-7-carboxylic acid methyl ester), ICCC (1-iodopropane). Product: COC(=O)C=1C=C(C=C2C=NN(C12)CCC)Cl (5-Chloro-1-Propyl-1H-indazole-7-carboxylic acid methyl ester). Yield: 39.0%. As a reaction SMILES: [CH3:1][O:2][C:3]([C:5]1[CH:6]=[C:7]([Cl:14])[CH:8]=[C:9]2[C:13]=1[NH:12][N:11]=[CH:10]2)=[O:4].I[CH2:16][CH2:17][CH3:18]>>[CH3:1][O:2][C:3]([C:5]1[CH:6]=[C:7]([Cl:14])[CH:8]=[C:9]2[C:13]=1[N:12]([CH2:16][CH2:17][CH3:18])[N:11]=[CH:10]2)=[O:4]. Procedure: Compound 16 was prepared following general method 1, using 5-chloro-1H-indazole-7-carboxylic acid methyl ester (WO2011008572) as a starting material and 1-iodopropane as alkylating agent. Yield: 39%. Reported procedure: 8.3 g (0.052 mol) Bromine was added dropwise at room temperature to 13 g (0.047 mol) 5-amino-4-nitro-1-(5-difluoromethoxy-1-methyl-3-pyrazolyl)pyrazole dissolved in 260 ml acetic acid and the mixture stirred for 30 minutes. It was then concentrated and the residue taken up in the ethyl acetate and shaken with 5% aqueous sodium hydrogen carbonate. The phases were separated and the organic phase dried over magnesium sulfate. This was concentrated and the residue purified by silica gel column chrom... Solvent: C(C)(=O)O (acetic acid). The reactants are BrBr (Bromine), NC1=C(C=NN1C1=NN(C(=C1)OC(F)F)C)[N+](=O)[O-] (5-amino-4-nitro-1-(5-difluoromethoxy-1-methyl-3-pyrazolyl)pyrazole). Conditions: time 30 minute. Product: NC1=C(C=NN1C1=NN(C(=C1Br)OC(F)F)C)[N+](=O)[O-] (5-Amino-4-nitro-1-(4-bromo-5-difluoromethoxy-1-methyl-3-pyrazolyl)pyrazole). As a reaction SMILES: [Br:1]Br.[NH2:3][C:4]1[N:8]([C:9]2[CH:13]=[C:12]([O:14][CH:15]([F:17])[F:16])[N:11]([CH3:18])[N:10]=2)[N:7]=[CH:6][C:5]=1[N+:19]([O-:21])=[O:20]>C(O)(=O)C>[NH2:3][C:4]1[N:8]([C:9]2[C:13]([Br:1])=[C:12]([O:14][CH:15]([F:16])[F:17])[N:11]([CH3:18])[N:10]=2)[N:7]=[CH:6][C:5]=1[N+:19]([O-:21])=[O:20]. Reactants: OCCC(=C(c1ccccc1)c1ccc(OCCOCc2ccccc2)cc1)c1ccccc1, CC#N, ClC(Cl)(Cl)Cl, c1ccc(P(c2ccccc2)c2ccccc2)cc1. Yields the product ClCCC(=C(c1ccccc1)c1ccc(OCCOCc2ccccc2)cc1)c1ccccc1. Reaction SMILES: [CH2:1]([c:2]1[cH:3][cH:4][cH:5][cH:6][cH:7]1)[O:8][CH2:9][CH2:10][O:11][c:12]1[cH:13][cH:14][c:15]([C:18](=[C:19]([CH2:20][CH2:21][OH:22])[c:23]2[cH:24][cH:25][cH:26][cH:27][cH:28]2)[c:29]2[cH:30][cH:31][cH:32][cH:33][cH:34]2)[cH:16][cH:17]1.[CH3:59][C:60]#[N:61].[Cl:54][C:55]([Cl:56])([Cl:57])[Cl:58].[c:35]1([P:36]([c:37]2[cH:38][cH:39][cH:40][cH:41][cH:42]2)[c:43]2[cH:44][cH:45][cH:46][cH:47][cH:48]2)[cH:49][cH:50][cH:51][cH:52][cH:53]1>>[CH2:1]([c:2]1[cH:3][cH:4][cH:5][cH:6][cH:7]1)[O:8][CH2:9][CH2:10][O:11][c:12]1[cH:13][cH:14][c:15]([C:18](=[C:19]([CH2:20][CH2:21][Cl:54])[c:23]2[cH:24][cH:25][cH:26][cH:27][cH:28]2)[c:29]2[cH:30][cH:31][cH:32][cH:33][cH:34]2)[cH:16][cH:17]1.